From a dataset of the Open Reaction Database (ORD), a public repository of structured organic reaction records. describe an organic reaction: reactants, conditions, products, and yield Starting materials: C1(=CC=CC=C1)NC=NC1=CC=CC=C1 (N,N′-diphenyl formamidine), C(OCC)(OCC)OCC (triethyl orthoformate), NC1=CC=CC=C1 (aniline), C(OCC)(OCC)OCC (triethyl orthoformate). Yields the product C1(=CC=CC=C1)N=COCC (ethyl N-phenylimidoformate). As a reaction SMILES: C1(N[CH:8]=[N:9][C:10]2[CH:15]=[CH:14][CH:13]=[CH:12][CH:11]=2)C=CC=CC=1.NC1C=CC=CC=1.C(OCC)(OCC)[O:24][CH2:25][CH3:26]>>[C:10]1([N:9]=[CH:8][O:24][CH2:25][CH3:26])[CH:11]=[CH:12][CH:13]=[CH:14][CH:15]=1. Procedure details: The synthesis is achieved in three steps. The first step is the preparation of N,N′-diphenyl formamidine (by the reaction of aniline with triethyl orthoformate). This intermediate is then further reacted with triethyl orthoformate to produce ethyl N-phenylimidoformate. The final step is the reaction of ethyl phenylimidoformate with 4-aminostyrene to give the product. Conditions: temperature 70 celsius. Procedure: 49a (0.68 g, 2.26 mmol) in toluene (5 ml) was added benzeneseleninic acid (0.64 g, 3.39 mmol). The mixture was heated to 70° C. for 5 hours. After cooling the product was filtered off and washed with warm toluene and CH2Cl2 successively. Yield 0.58 g (86%). Mp 200°-202° C. Reaction SMILES: [N:1]1[CH:6]=[CH:5][CH:4]=[C:3]([C:7]2[CH:8]=[C:9]([N:13]3[C:17]4[CH:18]=[CH:19][C:20]([CH2:22][OH:23])=[CH:21][C:16]=4[N:15]=[CH:14]3)[CH:10]=[CH:11][CH:12]=2)[CH:2]=1.C1([Se](O)=O)C=CC=CC=1>C1(C)C=CC=CC=1>[N:1]1[CH:6]=[CH:5][CH:4]=[C:3]([C:7]2[CH:8]=[C:9]([N:13]3[C:17]4[CH:18]=[CH:19][C:20]([CH:22]=[O:23])=[CH:21][C:16]=4[N:15]=[CH:14]3)[CH:10]=[CH:11][CH:12]=2)[CH:2]=1. The solvent is C1(=CC=CC=C1)C (toluene). The reactants are N1=CC(=CC=C1)C=1C=C(C=CC1)N1C=NC2=C1C=CC(=C2)CO (1-(3-(3-pyridyl)phenyl)-5-hydroxymethylbenzimidazole), C1(=CC=CC=C1)[Se](=O)O (benzeneseleninic acid). The product is N1=CC(=CC=C1)C=1C=C(C=CC1)N1C=NC2=C1C=CC(=C2)C=O (1-(3-(3-pyridyl)phenyl)-5-formylbenzimidazole). The reactants are ClC1=NC=C(C(=N1)Cl)F (2,4-Dichloro-5-fluoropyrimidine), C(#N)C=1C=C(N)C=CC1O (3-cyano-4-hydroxyaniline). Solvent: CO (MeOH), O (H2O). Reaction conditions: temperature 70 celsius. Yields the product OC1=C(C=C(C=C1)NC1=NC=C(C(=N1)NC1=CC(=C(C=C1)O)C#N)F)C#N (N2,N4-bis(4-hydroxy-3-cyanophenyl)-5-fluoro-2,4-pyrimidinediamine). Reaction SMILES: Cl[C:2]1[N:7]=[C:6](Cl)[C:5]([F:9])=[CH:4][N:3]=1.[C:10]([C:12]1[CH:13]=[C:14]([CH:16]=[CH:17][C:18]=1[OH:19])[NH2:15])#[N:11]>CO.O>[OH:19][C:18]1[CH:17]=[CH:16][C:14]([NH:15][C:2]2[N:7]=[C:6]([NH:15][C:14]3[CH:16]=[CH:17][C:18]([OH:19])=[C:12]([C:10]#[N:11])[CH:13]=3)[C:5]([F:9])=[CH:4][N:3]=2)=[CH:13][C:12]=1[C:10]#[N:11]. Procedure details: 2,4-Dichloro-5-fluoropyrimidine (50 mg, 0.30 mmol) was dissolved in a mixture of MeOH (1 ml) and H2O (0.1 ml). 3-cyano-4-hydroxyaniline (241 mg, 1.8 mmol) was added and the mixture was refluxed for 2 days (70° C. oil-bath temperature). The mixture was cooled to 22° C., concentrated to dryness under reduced pressure and subjected to column chromatography on silica gel (CHCl3-Acetone, 9:1) to give N2,N4-bis(4-hydroxy-3-cyanophenyl)-5-fluoro-2,4-pyrimidinediamine. 1H NMR (CDCl3): δ 7.96 (d, 1H, J=3... The reactants are C([O-])(O)=O.[Na+] (sodium bicarbonate), C(C)(C)(C)OC(=O)N1C(CCCC1)=O (N-t-butoxycarbonylpiperidone), FC1=CC=C(CP(OCC)(OCC)=O)C=C1 (diethyl 4-fluorobenzylphosphonate), [H-].[Na+] (sodium hydride). The reagents and catalysts are C1COCCOCCOCCOCCO1 (15-crown-5 ether). Solvent: O1CCCC1 (tetrahydrofuran), O1CCCC1 (tetrahydrofuran). Conditions: time 1 day. The product is C(C)(C)(C)OC(=O)N1CCC(CC1)=CC1=CC=C(C=C1)F (N-t-butoxycarbonyl-4-(4-fluorobenzylidene)piperidine). The yield is 63.2%. RXN SMILES: [C:1]([O:5][C:6]([N:8]1[CH2:13][CH2:12][CH2:11][CH2:10][C:9]1=O)=[O:7])([CH3:4])([CH3:3])[CH3:2].[F:15][C:16]1[CH:30]=[CH:29][C:19]([CH2:20]P(=O)(OCC)OCC)=[CH:18][CH:17]=1.[H-].[Na+].C(=O)(O)[O-].[Na+]>O1CCCC1.C1OCCOCCOCCOCCOC1>[C:1]([O:5][C:6]([N:8]1[CH2:13][CH2:12][C:11](=[CH:20][C:19]2[CH:29]=[CH:30][C:16]([F:15])=[CH:17][CH:18]=2)[CH2:10][CH2:9]1)=[O:7])([CH3:4])([CH3:3])[CH3:2] |f:2.3,4.5|. Procedure details: A solution of 59.78 g of N-t-butoxycarbonylpiperidone and 81.25 g of diethyl 4-fluorobenzylphosphonate in 150 ml of tetrahydrofuran was added dropwise to a suspension of 13.20 g of 60% sodium hydride (in oil) containing 1.65 g of 15-crown-5 ether in 650 ml of tetrahydrofuran which was cooled in an ice bath over 20 minutes. After 1 day of stirring at room temperature, saturated aqueous sodium bicarbonate was carefully added to the reaction mixture which was subsequently extracted with ethyl aceta... The reactants are C1(=CC=CC=C1)C=1C=C2[C@@H]3[C@H](CN4C2=C(C1)CCC4)CNC3 ((±)-cis-2-phenyl-5,6,8,8a,9,10,11,11a-octahydro-4H-pyrido[3,2,1-ij]pyrrolo[3,4-c]quinoline), Cl.Cl.C1(=CC=CC=C1)C=1C=C2[C@@H]3[C@H](CN4C2=C(C1)CCC4)CNC3 ((±)-cis-2-phenyl-5,6,8,8a,9,10,11,11a-octahydro-4H-pyrido[3,2,1-ij]pyrrolo[3,4-c]quinoline, bis-hydrochloride salt), C=O (formaldehyde), C(C)(=O)O[BH-](OC(C)=O)OC(C)=O.[Na+] (sodium triacetoxyborohydride), Cl (HCl). The reagents and catalysts are C(C)(=O)O (acetic acid). The solvent is ClCCCl (1,2-dichloroethane), CCOCC (ether), CCOCC (ether). Run at time 1 hour. Yields the product Cl.Cl.CN1C[C@H]2CN3C4=C(C=C(C=C4[C@H]2C1)C1=CC=CC=C1)CCC3 ((±)-cis-10-methyl-2-phenyl-5,6,8,8a,9,10,11,11a-octahydro-4H-pyrido[3,2,1-ij]pyrrolo[3,4-c]quinoline, bis-hydrochloride salt). Yield: 77.0%. Reaction SMILES: [C:1]1([C:7]2[CH:8]=[C:9]3[C:14]4=[C:15]([CH2:17][CH2:18][CH2:19][N:13]4[CH2:12][C@@H:11]4[CH2:20][NH:21][CH2:22][C@H:10]34)[CH:16]=2)[CH:6]=[CH:5][CH:4]=[CH:3][CH:2]=1.[ClH:23].Cl.[C:25]1(C2C=C3C4=C(CCCN4C[C@@H]4CNC[C@H]34)C=2)C=CC=CC=1.C=O.C(O[BH-](OC(=O)C)OC(=O)C)(=O)C.[Na+].Cl>ClCCCl.C(O)(=O)C.CCOCC>[ClH:23].[ClH:23].[CH3:25][N:21]1[CH2:22][C@H:10]2[C@H:11]([CH2:12][N:13]3[CH2:19][CH2:18][CH2:17][C:15]4[CH:16]=[C:7]([C:1]5[CH:2]=[CH:3][CH:4]=[CH:5][CH:6]=5)[CH:8]=[C:9]2[C:14]3=4)[CH2:20]1 |f:1.2.3,5.6,11.12.13|. Reported procedure: To a solution of (±)-cis-2-phenyl-5,6,8,8a,9,10,11,11a-octahydro-4H-pyrido[3,2,1-ij]pyrrolo[3,4-c]quinoline, the free base of EXAMPLE 15, (20 mg, 0.07 mmol) in 2 mL of 1,2-dichloroethane was added 37% aqueous formaldehyde (0.010 mL, 0.11 mmol), sodium triacetoxyborohydride (37 mg, 0.17 mmol) and glacial acetic acid (1 drop). The resulting mixture was stirred at ambient temperature for 1 h and then the reaction was quenched with water. The mixture was partitioned between chloroform and saturated ... Starting materials: CCOC(=O)C(CCc1ccc(OC)c(OC)c1)NC(C)C(=O)N(CC(=O)O)C1Cc2ccccc2C1, CO, Cl, [Na+], [OH-]. Yields the product COc1ccc(CCC(NC(C)C(=O)N(CC(=O)O)C2Cc3ccccc3C2)C(=O)O)cc1OC. As a reaction SMILES: [CH2:2]([CH3:3])[O:4][C:5](=[O:6])[CH:7]([CH2:8][CH2:9][c:10]1[cH:11][c:12]([O:18][CH3:19])[c:13]([O:16][CH3:17])[cH:14][cH:15]1)[NH:20][CH:21]([CH3:22])[C:23](=[O:24])[N:25]([CH2:26][C:27](=[O:28])[OH:29])[CH:30]1[CH2:31][c:32]2[cH:33][cH:34][cH:35][cH:36][c:37]2[CH2:38]1.[CH3:41][OH:42].[ClH:1].[Na+:40].[OH-:39]>>[O:4]=[C:5]([OH:6])[CH:7]([CH2:8][CH2:9][c:10]1[cH:11][c:12]([O:18][CH3:19])[c:13]([O:16][CH3:17])[cH:14][cH:15]1)[NH:20][CH:21]([CH3:22])[C:23](=[O:24])[N:25]([CH2:26][C:27](=[O:28])[OH:29])[CH:30]1[CH2:31][c:32]2[cH:33][cH:34][cH:35][cH:36][c:37]2[CH2:38]1. Starting materials: CC(C)OC(=O)c1cc(-n2c(=O)[nH]c(C(F)(F)C(F)(F)F)c(F)c2=O)c(F)cc1Cl, O=P(Cl)(Cl)Cl, c1ccncc1. Product: CC(C)OC(=O)c1cc(-n2c(Cl)nc(C(F)(F)C(F)(F)F)c(F)c2=O)c(F)cc1Cl. As a reaction SMILES: [Cl:1][c:2]1[c:3]([C:4](=[O:5])[O:6][CH:7]([CH3:8])[CH3:9])[cH:10][c:11](-[n:15]2[c:16](=[O:30])[nH:17][c:18]([C:23]([C:24]([F:25])([F:26])[F:27])([F:28])[F:29])[c:19]([F:22])[c:20]2=[O:21])[c:12]([F:14])[cH:13]1.[P:31]([Cl:32])([Cl:33])([Cl:34])=[O:35].[cH:36]1[cH:37][cH:38][n:39][cH:40][cH:41]1>>[Cl:1][c:2]1[c:3]([C:4](=[O:5])[O:6][CH:7]([CH3:8])[CH3:9])[cH:10][c:11](-[n:15]2[c:16]([Cl:33])[n:17][c:18]([C:23]([C:24]([F:25])([F:26])[F:27])([F:28])[F:29])[c:19]([F:22])[c:20]2=[O:21])[c:12]([F:14])[cH:13]1.